Dataset: the Open Reaction Database (ORD), a public repository of structured organic reaction records. Task: describe an organic reaction: reactants, conditions, products, and yield Reactants: C[O-].[Na+] (sodium methylate), CC(C(=O)OC)C(=O)C (methyl 2-methylacetoacetate), CS (methylmercaptan), C[O-].[Na+] (sodium methylate), C1(=CC=C(C=C1)S(=O)(=O)OCC#N)C (cyanomethyl p-toluenesulphonate), C[O-].[Na+] (sodium methylate), [Cl-].[NH4+] (ammonium chloride). Solvent: CO (methanol), CO (methanol), CO (methanol). Run at time 4 hour. The product is CSCC1=NC(=C(C(=N1)O)C)C (2-methylthiomethyl-4-hydroxy-5,6-dimethylpyrimidine). Yield: 69.5%. Reaction SMILES: C1(C)C=CC(S(O[CH2:11][C:12]#[N:13])(=O)=O)=CC=1.C[O-].[Na+].[Cl-].[NH4+:19].[CH3:20][SH:21].[CH3:22][CH:23]([C:28]([CH3:30])=O)[C:24](OC)=[O:25]>CO>[CH3:20][S:21][CH2:11][C:12]1[N:13]=[C:24]([OH:25])[C:23]([CH3:22])=[C:28]([CH3:30])[N:19]=1 |f:1.2,3.4|. Reported procedure: 21.1 g (0.1 mol) of cyanomethyl p-toluenesulphonate are added in portions to a solution of 0.01 mol of sodium methylate in 100 ml of methanol at 0° to 5° C. The mixture is allowed to come to 20° C., 5.9 g (0.11 mol) of ammonium chloride are added at this temperature and the mixture is stirred at room temperature for 4 hours. 6 g (0.125 mol) of methylmercaptan are then passed in at 10° C., a solution of 0.11 mol sodium methylate in 20 ml of methanol is added dropwise at the same temperature, and ... The reactants are C1CNCCN1, Nc1cc(Cl)c(Cl)cc1[N+](=O)[O-], [Na+], [Na+], O=C([O-])[O-], O, OC1CCCCC1. Yields the product Nc1cc(N2CCNCC2)c(Cl)cc1[N+](=O)[O-]. As a reaction SMILES: [CH2:13]1[CH2:14][NH:15][CH2:16][CH2:17][NH:18]1.[Cl:1][c:2]1[cH:3][c:4]([N+:10](=[O:11])[O-:12])[c:5]([NH2:6])[cH:7][c:8]1[Cl:9].[Na+:19].[Na+:20].[O-:21][C:22](=[O:23])[O-:24].[OH2:25].[OH:26][CH:27]1[CH2:28][CH2:29][CH2:30][CH2:31][CH2:32]1>>[Cl:1][c:2]1[cH:3][c:4]([N+:10](=[O:11])[O-:12])[c:5]([NH2:6])[cH:7][c:8]1[N:15]1[CH2:14][CH2:13][NH:18][CH2:17][CH2:16]1. The reactants are COC(=O)C1=CC=C2C(=CNC2=C1)C (3-methyl-1H-indole-6-carboxylic acid methyl ester), [H-].[Na+] (NaH), BrCCCOC (1-Bromo-3-methoxypropane), [H-].[Na+] (NaH), BrCCCOC (1-bromo-3-methoxypropane). Run in CN(C)C=O (DMF), CN(C)C=O (DMF). Reaction conditions: temperature 80 celsius, time 20 minute. Product: COC(=O)C1=CC=C2C(=CN(C2=C1)CCCOC)C (1-(3-Methoxy-propyl)-3-methyl-1H-indole-6-carboxylic acid methyl ester). Reaction SMILES: [CH3:1][O:2][C:3]([C:5]1[CH:13]=[C:12]2[C:8]([C:9]([CH3:14])=[CH:10][NH:11]2)=[CH:7][CH:6]=1)=[O:4].[H-].[Na+].Br[CH2:18][CH2:19][CH2:20][O:21][CH3:22]>CN(C=O)C>[CH3:1][O:2][C:3]([C:5]1[CH:13]=[C:12]2[C:8]([C:9]([CH3:14])=[CH:10][N:11]2[CH2:18][CH2:19][CH2:20][O:21][CH3:22])=[CH:7][CH:6]=1)=[O:4] |f:1.2|. Procedure: To a solution of 3-methyl-1H-indole-6-carboxylic acid methyl ester (2.5 g, 13.2 mmol) in DMF (25 mL), a solution of NaH (580 mg, 14.5 mmol, 60% dispension in grease) in DMF (25 mL) is slowly added under a N2 atmosphere. The mixture is stirred at 80° C. for 20 min, and cooled to RT before the addition of 1-bromo-3-methoxypropane (4.04 g, 26.4 mmol). The resulting mixture is stirred for 24 h. 1-Bromo-3-methoxypropane (2.02 g, 13.2 mmol) and NaH (580 mg, 14.5 mmol) are added and the mixture further... Reactants: C1=CC=CC=2C3=CC=CC=C3C(C12)=O (9-fluorenone), resultant mixture, [N+](=O)([O-])C1=C(C=CC=C1)N=NC1=C(C(=CC(=C1)C(C)(C)C)C(C)(C)C)O (2-nitro-2'-hydroxy-3',5'-di-t-butylazobenzene), [OH-].[Na+] (sodium hydroxide), resultant mixture, N(=NC1=CC=CC=C1)C1=CC=CC=C1 (azobenzene). The solvent is O (water), C(CCCCCCC)O (n-octanol). Conditions: temperature 50 celsius. The product is OC1=C(C=C(C=C1C(C)(C)C)C(C)(C)C)N1N=C2C(=[N+]1[O-])C=CC=C2 (2-(2-hydroxy-3,5-di-t-butylphenyl)benzotriazole-N-oxide). Reaction SMILES: [N+:1]([C:4]1[CH:9]=[CH:8][CH:7]=[CH:6][C:5]=1[N:10]=[N:11][C:12]1[CH:17]=[C:16]([C:18]([CH3:21])([CH3:20])[CH3:19])[CH:15]=[C:14]([C:22]([CH3:25])([CH3:24])[CH3:23])[C:13]=1O)([O-:3])=O.[OH-].[Na+].C1C2C(=[O:42])C3C(=CC=CC=3)C=2C=CC=1.N(C1C=CC=CC=1)=NC1C=CC=CC=1>O.C(O)CCCCCCC>[OH:42][C:13]1[C:14]([C:22]([CH3:25])([CH3:23])[CH3:24])=[CH:15][C:16]([C:18]([CH3:21])([CH3:20])[CH3:19])=[CH:17][C:12]=1[N:11]1[N+:1]([O-:3])=[C:4]2[CH:9]=[CH:8][CH:7]=[CH:6][C:5]2=[N:10]1 |f:1.2|. Procedure details: 2-nitro-2'-hydroxy-3',5'-di-t-butylazobenzene 23.7 g was added to a mixture of n-octanol 50 g, water 14 g and 97% sodium hydroxide 8.2 g, and the resultant mixture was heated to 65° C. The mixture was then cooled to 50° C., and 9-fluorenone 2.0 g was added thereto. The resultant mixture was stirred at 90°~97° C. for 2 hours, thus almost all of the azobenzene having disappeared to produce 2-(2-hydroxy-3,5-di-t-butylphenyl)benzotriazole-N-oxide. Thus, the reaction of Process (b) was completed. The reactants are COC=1C=C2CCCC(C2=CC1)=O (6-methoxy-1-tetralone), CI (methyl iodide), [H-].[Na+] (sodium hydride). Run in hexanes, C1(=CC=CC=C1)C (toluene). Reaction conditions: temperature 80 celsius. Product: COC=1C=C2CCC(C(C2=CC1)=O)C (6-Methoxy-2-methyl-3,4-dihydro-2H-naphthalen-1-one). As a reaction SMILES: [CH3:1][O:2][C:3]1[CH:4]=[C:5]2[C:10](=[CH:11][CH:12]=1)[C:9](=[O:13])[CH2:8][CH2:7][CH2:6]2.[CH3:14]I.[H-].[Na+]>C1(C)C=CC=CC=1>[CH3:1][O:2][C:3]1[CH:4]=[C:5]2[C:10](=[CH:11][CH:12]=1)[C:9](=[O:13])[CH:8]([CH3:14])[CH2:7][CH2:6]2 |f:2.3|. Procedure details: A mixture of 6-methoxy-1-tetralone (5.0 g, 28.4 mmol), methyl iodide (20 mL, 262 mmol) and sodium hydride (60%, 5.5 g, 138 mmol, prewashed twice with hexanes) in toluene is heated at 80° C. for 3 days. The mixture is quenched carefully with water and is partitioned between EtOAc and brine. The organic extract is dried with MgSO4, concentrated and purified via column chromatography to give the title compound as a light yellow oil: 1H NMR (CDCl3) δ 1.27 (d, J=7 Hz, 3H), 1.83-1.89 (m, 1H), 2.10-2.1... Reaction SMILES: [CH3:35][OH:36].[Cl:1][c:2]1[c:3]([NH:24][C:25](=[O:26])[CH:27]2[CH2:28][CH2:29][CH2:30][CH2:31][CH2:32]2)[cH:4][c:5]([CH:8]2[NH:9][c:10]3[cH:11][cH:12][c:13]([C:20](=[O:21])[O:22][CH3:23])[cH:14][c:15]3[CH2:16][C:17]2([CH3:18])[CH3:19])[cH:6][cH:7]1.[Na+:34].[OH-:33].[OH2:37]>>[Cl:1][c:2]1[c:3]([NH:24][C:25](=[O:26])[CH:27]2[CH2:28][CH2:29][CH2:30][CH2:31][CH2:32]2)[cH:4][c:5]([CH:8]2[NH:9][c:10]3[cH:11][cH:12][c:13]([C:20](=[O:21])[OH:22])[cH:14][c:15]3[CH2:16][C:17]2([CH3:18])[CH3:19])[cH:6][cH:7]1. The product is CC1(C)Cc2cc(C(=O)O)ccc2NC1c1ccc(Cl)c(NC(=O)C2CCCCC2)c1. The reactants are CO, COC(=O)c1ccc2c(c1)CC(C)(C)C(c1ccc(Cl)c(NC(=O)C3CCCCC3)c1)N2, [Na+], [OH-], O.